The task is: describe an organic reaction: reactants, conditions, products, and yield. This data is from the Open Reaction Database (ORD), a public repository of structured organic reaction records. Starting materials: NCl (Chloramine), CCOCC (Ether), C(C1=CC=CC=C1)(=O)N=C=S (Benzoyl isothiocyanate), O1CCCC1 (Tetrahydrofuran), NCl (Chloramine), CC(C)([O-])C.[K+] (Potassium tert-Butoxide), O1CCCC1 (Tetrahydrofuran), ( 4 ), COC(=O)C=1NC=CC1 (1H-Pyrrole-2-carboxylic acid methyl ester), O1CCCC1 (Tetrahydrofuran). Solvent: [O-]S(=O)(=S)[O-].[Na+].[Na+] (Na2S2O3). Reaction conditions: time 20 minute. The product is C(C)OC(=O)C=1N(C=CC1)NC(=S)NC(C1=CC=CC=C1)=O (1-(3-Benzoyl-thioureido)-1H-pyrrole-2-carboxylic acid ethyl ester). As a reaction SMILES: [NH2:1]Cl.COC(C1[NH:8][CH:9]=CC=1)=O.[O:12]1[CH2:16][CH2:15][CH2:14][CH2:13]1.[CH3:17][C:18](C)([O-:20])C.[K+].CCOCC.[C:28]([N:36]=[C:37]=[S:38])(=[O:35])[C:29]1[CH:34]=[CH:33][CH:32]=[CH:31][CH:30]=1>[O-]S([O-])(=S)=O.[Na+].[Na+]>[CH2:18]([O:20][C:16]([C:15]1[N:8]([NH:1][C:37]([NH:36][C:28](=[O:35])[C:29]2[CH:34]=[CH:33][CH:32]=[CH:31][CH:30]=2)=[S:38])[CH:9]=[CH:13][CH:14]=1)=[O:12])[CH3:17] |f:3.4,7.8.9|. Procedure details: Chloramine was made according to J. Org. Chem., Vol 69 (4), 1368-1371. Into 4 L Erlenmyer flask, 1H-Pyrrole-2-carboxylic acid methyl ester (25.00 g, 0.1938 mol) and Tetrahydrofuran (1000 mL, 10 mol) were added and stirred at room temperature for 20 minutes under an atmosphere of Nitrogen. 1.00 M of Potassium tert-Butoxide in Tetrahydrofuran (500.0 mL, 0.5000 mol) was added and stirred for 30 minutes at room temperature. 0.15 M of Chloramine in Ether (2100 mL, 0.31 mol) was added to the reaction ... The reactants are C(C)(C)(C)OC(=O)NCC(=O)O (tert-Butoxycarbonylamino-acetic acid), NCC1CC1 (aminomethylcyclopropane), C(=O)(C(F)(F)F)O (TFA). Product: FC(C(=O)O)(F)F.NCC(=O)NCC1CC1 (2-Amino-N-cyclopropylmethyl-acetamide trifluoroacetate). As a reaction SMILES: C(OC([NH:8][CH2:9][C:10](O)=[O:11])=O)(C)(C)C.[NH2:13][CH2:14][CH:15]1[CH2:17][CH2:16]1.[C:18]([OH:24])([C:20]([F:23])([F:22])[F:21])=[O:19]>>[F:21][C:20]([F:23])([F:22])[C:18]([OH:24])=[O:19].[NH2:8][CH2:9][C:10]([NH:13][CH2:14][CH:15]1[CH2:17][CH2:16]1)=[O:11] |f:3.4|. Reported procedure: The title was compound prepared from tert-Butoxycarbonylamino-acetic acid, using aminomethylcyclopropane and TFA, following procedures analogous to that described in Example 1A.